This data is from the Open Reaction Database (ORD), a public repository of structured organic reaction records. The task is: describe an organic reaction: reactants, conditions, products, and yield Starting materials: O1C(=CC=C1)C(=O)O (2-furoic acid), C=1C=CC2=C(C1)N=NN2O (HOBt), CCN=C=NCCCN(C)C (EDAC), FC(C(=O)O)(F)F.NCCN1C=NC2=C1C=CC(=C2)C(=O)N2C1CC(CC(C2)(C1)C)(C)C ([1-(2-Aminoethyl)-1H-benzoimidazol-5-yl]-(1,3,3-trimethyl-6-aza-bicyclo[3.2.1]oct-6-yl)-methanone trifluoroacetate), TEA. Run in C1CCOC1 (THF). Conditions: time 16 hour. The product is CC12CC(CC(N(C1)C(=O)C1=CC3=C(N(C=N3)CCNC(=O)C=3OC=CC3)C=C1)C2)(C)C (Furan-2-carboxylic acid {2-[5-(1,3,3-trimethyl-6-aza-bicyclo[3.2.1]octane-6-carbonyl)benzoimidazol-1-yl]-ethyl}-amide). Yield: 69.7%. Reaction SMILES: [O:1]1[CH:5]=[CH:4][CH:3]=[C:2]1[C:6]([OH:8])=O.C1C=CC2N(O)N=NC=2C=1.CCN=C=NCCCN(C)C.FC(F)(F)C(O)=O.[NH2:37][CH2:38][CH2:39][N:40]1[C:44]2[CH:45]=[CH:46][C:47]([C:49]([N:51]3[CH2:57][C:56]4([CH3:59])[CH2:58][CH:52]3[CH2:53][C:54]([CH3:61])([CH3:60])[CH2:55]4)=[O:50])=[CH:48][C:43]=2[N:42]=[CH:41]1>C1COCC1>[CH3:59][C:56]12[CH2:58][CH:52]([N:51]([C:49]([C:47]3[CH:46]=[CH:45][C:44]4[N:40]([CH2:39][CH2:38][NH:37][C:6]([C:2]5[O:1][CH:5]=[CH:4][CH:3]=5)=[O:8])[CH:41]=[N:42][C:43]=4[CH:48]=3)=[O:50])[CH2:57]1)[CH2:53][C:54]([CH3:61])([CH3:60])[CH2:55]2 |f:3.4|. Procedure: To a solution of 2-furoic acid (37 mg, 0.33 mmol) in dry THF (2 mL) at room temperature under an inert atmosphere of nitrogen were added HOBt (49 mg, 0.36 mmol) and EDAC (82 mg, 0.43 mmol), and the resulting solution was stirred for 30 min. [1-(2-Aminoethyl)-1H-benzoimidazol-5-yl]-(1,3,3-trimethyl-6-aza-bicyclo[3.2.1]oct-6-yl)-methanone trifluoroacetate (150 mg, 0.33 mmol) was added to the solution followed by TEA (0.184 mL, 1.32 mmol), and the reaction mixture was stirred for 16 h at room tempe... Reactants: N (ammonia), Cl.Cl.N1C=NC=2CN[C@@H](CC21)C(=O)OC (methyl (65)-4,5,6,7-tetrahydro-imidazo[4,5-c]pyridine-6-carboxylate dihydrochloride), CO (methanol). Run in ClCCl (dichloromethane). Yields the product N1C=NC=2CN[C@@H](CC21)C(=O)OC (Methyl (6S)-4,5,6,7-tetrahydro-imidazo[4,5-c]pyridine-6-carboxylate). Isolated yield 95.7%. As a reaction SMILES: Cl.Cl.[NH:3]1[C:11]2[CH2:10][C@@H:9]([C:12]([O:14][CH3:15])=[O:13])[NH:8][CH2:7][C:6]=2[N:5]=[CH:4]1.N.CO>ClCCl>[NH:3]1[C:11]2[CH2:10][C@@H:9]([C:12]([O:14][CH3:15])=[O:13])[NH:8][CH2:7][C:6]=2[N:5]=[CH:4]1 |f:0.1.2|. Procedure: Into a mixture of 188.25 g methyl (65)-4,5,6,7-tetrahydro-imidazo[4,5-c]pyridine-6-carboxylate dihydrochloride in 3 l dichloromethane at 10-15° C. is lead gaseous ammonia until saturation takes place (about one hour). 200 ml methanol are added and the mixture is filtered. The filter cake is washed with 2×100 ml DCM/MeOH (8/2 v/v). The filtrate is concentrated under reduced pressure and the resulting solid is dried under vacuum to give 128.4 g of the title product. RXN SMILES: [C:1](Cl)(=[O:6])[C:2]([CH3:5])([CH3:4])[CH3:3].[Br:8][C:9]1[CH:14]=[CH:13][C:12]([NH:15][C:16]([C:18]2[C:37]([O:38][CH2:39][CH:40]([F:42])[F:41])=[CH:36][C:21]3[N:22]([CH3:35])[C:23]([NH:25][C:26]4[CH:31]=[C:30]([CH2:32][NH2:33])[CH:29]=[CH:28][C:27]=4[Cl:34])=[N:24][C:20]=3[CH:19]=2)=[O:17])=[CH:11][CH:10]=1.O>C(Cl)Cl>[Br:8][C:9]1[CH:14]=[CH:13][C:12]([NH:15][C:16]([C:18]2[C:37]([O:38][CH2:39][CH:40]([F:42])[F:41])=[CH:36][C:21]3[N:22]([CH3:35])[C:23]([NH:25][C:26]4[CH:31]=[C:30]([CH2:32][NH:33][C:1]([C:2]([CH3:5])([CH3:4])[CH3:3])=[O:6])[CH:29]=[CH:28][C:27]=4[Cl:34])=[N:24][C:20]=3[CH:19]=2)=[O:17])=[CH:11][CH:10]=1. Procedure details: A solution of pivaloyl chloride (34 mg; 0.28 mmol) in DCM (1 mL) was added dropwise to a mixture of N-(4-bromo-phenyl)-2-(2-chloro-5-{[amino]-methyl}-phenylamino)-6-(2,2-difluoro-ethoxy)-1-methyl-1H-benzimidazole-5-carboxylic acid amide ((see Example 72, step (d)) 150 mg; 0.27 mmol), TEA (41 mg; 0.41 mmol) and DCM (2 mL) at 0° C. The resulting mixture was stirred over night at rt, poured into water and extracted with DCM. The organic extracts were washed with brine, dried over Na2SO4, filtered a... Solvent: C(Cl)Cl (DCM), C(Cl)Cl (DCM). Yields the product BrC1=CC=C(C=C1)NC(=O)C1=CC2=C(N(C(=N2)NC2=C(C=CC(=C2)CNC(=O)C(C)(C)C)Cl)C)C=C1OCC(F)F (N-(4-Bromo-phenyl)-2-(2-chloro-5-{[(tert-butylcarbonyl)-amino]-methyl}-phenylamino)-6-(2,2-difluoro-ethoxy)-1-methyl-1H-benzimidazole-5-carboxylic acid amide). Reactants: O (water), C(C(C)(C)C)(=O)Cl (pivaloyl chloride), BrC1=CC=C(C=C1)NC(=O)C1=CC2=C(N(C(=N2)NC2=C(C=CC(=C2)CN)Cl)C)C=C1OCC(F)F (N-(4-Bromo-phenyl)-2-(2-chloro-5-{[amino]-methyl}-phenylamino)-6-(2,2-difluoro-ethoxy)-1-methyl-1H-benzimidazole-5-carboxylic acid amide), TEA. The reactants are COc1ccc(Br)c(F)c1, C1CCOC1, [Li]CCCC, [Cl-], [NH4+], CN(C)C=O. The product is COc1ccc(C=O)c(F)c1. Reaction SMILES: [Br:1][c:2]1[c:3]([F:10])[cH:4][c:5]([O:8][CH3:9])[cH:6][cH:7]1.[CH2:23]1[O:24][CH2:25][CH2:26][CH2:27]1.[CH3:11][CH2:12][CH2:13][CH2:14][Li:15].[Cl-:21].[NH4+:22].[O:16]=[CH:17][N:18]([CH3:19])[CH3:20]>>[c:2]1([CH:17]=[O:16])[c:3]([F:10])[cH:4][c:5]([O:8][CH3:9])[cH:6][cH:7]1.